Task: describe an organic reaction: reactants, conditions, products, and yield. Dataset: the Open Reaction Database (ORD), a public repository of structured organic reaction records Starting materials: O1CCOC12CCC(CC2)N2N=C(C=1C2=NC=NC1N)I (1-(1,4-dioxaspiro[4.5]dec-8-yl)-3-iodo-1H-pyrazolo[3,4-d]pyrimidin-4-amine), O1CCOC12CCC(CC2)N2N=C(C=1C2=NC=NC1N)I (1-(1,4-dioxaspiro[4.5]dec-8-yl)-3-iodo-1H-pyrazolo[3,4-d]pyrimidin-4-ylamine), O1CCOC12CCC(CC2)N2N=C(C=1C2=NC=NC1N)I (1-(1,4-dioxaspiro[4.5]dec-8-yl)-3-iodo-1H-pyrazolo[3,4-d]pyrimidin-4-ylamine), CC1(OB(OC1(C)C)C1=CC=C(OC2=NC=CC=N2)C=C1)C (2-[4-(4,4,5,5-tetramethyl-1,3,2-dioxaborolan-2-yl)phenoxy]-pyrimidine), C([O-])([O-])=O.[Na+].[Na+] (sodium carbonate). The reagents and catalysts are C=1C=CC(=CC1)[P](C=2C=CC=CC2)(C=3C=CC=CC3)[Pd]([P](C=4C=CC=CC4)(C=5C=CC=CC5)C=6C=CC=CC6)([P](C=7C=CC=CC7)(C=8C=CC=CC8)C=9C=CC=CC9)[P](C=1C=CC=CC1)(C=1C=CC=CC1)C=1C=CC=CC1 (tetrakis(triphenylphosphine)palladium(0)). Solvent: COCCOC (1,2-dimethoxyethane), O (water). Run at temperature 80 celsius. Yields the product O1CCOC12CCC(CC2)N2N=C(C=1C2=NC=NC1N)C1=CC=C(C=C1)OC1=NC=CC=N1 (1-(1,4-dioxaspiro[4.5]dec-8-yl)-3-[4-(2-pyrimidinyloxy)phenyl]-1H-pyrazolo[3,4-d]pyrimidin-4-amine). Isolated yield 75.7%. Reaction SMILES: [O:1]1[C:5]2([CH2:10][CH2:9][CH:8]([N:11]3[C:15]4=[N:16][CH:17]=[N:18][C:19]([NH2:20])=[C:14]4[C:13](I)=[N:12]3)[CH2:7][CH2:6]2)[O:4][CH2:3][CH2:2]1.CC1(C)C(C)(C)OB([C:30]2[CH:42]=[CH:41][C:33]([O:34][C:35]3[N:40]=[CH:39][CH:38]=[CH:37][N:36]=3)=[CH:32][CH:31]=2)O1.C(=O)([O-])[O-].[Na+].[Na+]>COCCOC.O.C1C=CC([P]([Pd]([P](C2C=CC=CC=2)(C2C=CC=CC=2)C2C=CC=CC=2)([P](C2C=CC=CC=2)(C2C=CC=CC=2)C2C=CC=CC=2)[P](C2C=CC=CC=2)(C2C=CC=CC=2)C2C=CC=CC=2)(C2C=CC=CC=2)C2C=CC=CC=2)=CC=1>[O:1]1[C:5]2([CH2:10][CH2:9][CH:8]([N:11]3[C:15]4=[N:16][CH:17]=[N:18][C:19]([NH2:20])=[C:14]4[C:13]([C:30]4[CH:42]=[CH:41][C:33]([O:34][C:35]5[N:36]=[CH:37][CH:38]=[CH:39][N:40]=5)=[CH:32][CH:31]=4)=[N:12]3)[CH2:7][CH2:6]2)[O:4][CH2:3][CH2:2]1 |f:2.3.4,^1:60,62,81,100|. Reported procedure: A mixture of 1-(1,4-dioxaspiro[4,5]dec-8-yl)-3-iodo-1H-pyrazolo[3,4-d]pyrimidin-4-amine (Intermediate N) (1.50 g, 0.00374 mol), 2-[4-(4,4,5,5-tetramethyl-1,3,2-dioxaborolan-2-yl)phenoxy]-pyrimidine (intermediate BA) (1.23 g, 0.00412 mol), tetrakis(triphenylphosphine)palladium(0) (0.26 g, 0.00022 mol) and sodium carbonate (0.993 g, 0.00937 mol) in 40 mL 1,2-dimethoxyethane and 20 mL water was heated at 80° C. for eighteen hours, after which time additional 1-(1,4-dioxaspiro[4.5]dec-8-yl)-3-iodo-1... Starting materials: CN1C(=O)NC(=O)C1 (methylhydantoine), [H-].[Na+] (sodium hydride), CN(C)C=O (DMF), BrCC1=C(C=CC=C1)C(=O)OC (methyl 2-bromomethylphenylcarboxylate). Run at temperature 0 celsius, time 1 hour. Product: COC(C1=CC(=CC=C1)CN1C(N(CC1=O)C)=O)=O (3-(3-Methyl-2,5-dioxo-imidazolidin-1-ylmethyl)benzoic acid methyl ester). As a reaction SMILES: [CH3:1][N:2]1[CH2:8][C:6](=[O:7])[NH:5][C:3]1=[O:4].[H-].[Na+].BrC[C:13]1[CH:18]=[CH:17][CH:16]=[CH:15][C:14]=1[C:19]([O:21][CH3:22])=[O:20].[CH3:23]N(C=O)C>>[CH3:22][O:21][C:19](=[O:20])[C:14]1[CH:13]=[CH:18][CH:17]=[C:16]([CH2:23][N:5]2[C:6](=[O:7])[CH2:8][N:2]([CH3:1])[C:3]2=[O:4])[CH:15]=1 |f:1.2|. Procedure details: To methylhydantoine (50 mg, 0.438 mmol) in DMF (2 mL) is added at 0° C. sodium hydride (23 mg, 0.525 mmol). After stirring at 0° C. during 1 h, methyl 2-bromomethylphenylcarboxylate (121 mg, 0.525 mmol) is added and the mixture is stirred at rt during 2 h before quenching with an aqueous saturated NaHCO3 solution and DCM. The organic phase is dried and evaporated to give a crude compound before purification by preparative HPLC (Column Waters C18 ODB 5 μm 19×50, Gradient: 0-2.5 min 5% ACN, 2.5-12... Yields the product ClC=1C=NC=C(C1[NH+](C(=O)C1=CC=C(C=2OC3=C(C21)C=C(C=C3)NC(C)=O)OC)[O-])Cl (N-(3,5-dichloropyrid-4-yl)-4-methoxy-8-acetamido-dibenzo[b,d]furan-1-carboxamide-N-oxide). Solvent: ClCCl (dichloromethane). The reactants are ClC=1C=NC=C(C1NC(=O)C1=CC=C(C=2OC3=C(C21)C=C(C=C3)NC(C)=O)OC)Cl (N-(3,5-dichloropyrid-4-yl)-4-methoxy-8-acetamido-dibenzo[b,d]furan-1-carboxamide), ClC1=CC(=CC=C1)C(=O)OO (meta-chloroperbenzoic acid). As a reaction SMILES: [Cl:1][C:2]1[CH:3]=[N:4][CH:5]=[C:6]([Cl:30])[C:7]=1[NH:8][C:9]([C:11]1[C:19]2[C:18]3[CH:20]=[C:21]([NH:24][C:25](=[O:27])[CH3:26])[CH:22]=[CH:23][C:17]=3[O:16][C:15]=2[C:14]([O:28][CH3:29])=[CH:13][CH:12]=1)=[O:10].ClC1C=CC=C(C(OO)=[O:39])C=1>ClCCl>[Cl:30][C:6]1[CH:5]=[N:4][CH:3]=[C:2]([Cl:1])[C:7]=1[NH+:8]([O-:39])[C:9]([C:11]1[C:19]2[C:18]3[CH:20]=[C:21]([NH:24][C:25](=[O:27])[CH3:26])[CH:22]=[CH:23][C:17]=3[O:16][C:15]=2[C:14]([O:28][CH3:29])=[CH:13][CH:12]=1)=[O:10]. Conditions: time 12 hour. Procedure: N-(3,5-dichloropyrid-4-yl)-4-methoxy-8-acetamido-dibenzo[b,d]furan-1-carboxamide (0.215 gm, 0.49 mmole) (Example 4) was suspended in dichloromethane. To this reaction mixture was added 0.507 gm (2.9 mmoles) of meta-chloroperbenzoic acid (50%) and reaction mixture was refluxed for 3 hours and stirred at room temp. for 12 hours. Dichloromethane was removed under vacuum and the crude compound was purified through silica gel column to obtain 0.066 gm (30%) of the N-oxide. The yield is 29.3%. Starting materials: FC1=CC=C(C=C1)SC1=C(CCl)C=CC=C1 (2-(4-fluorophenylthio)benzyl chloride), [C-]#N.[Na+] (sodium cyanide), ice. The solvent is CS(=O)C (dimethylsulfoxide). Conditions: time 26 hour. Yields the product FC1=CC=C(C=C1)SC1=C(CC#N)C=CC=C1 (2-(4-fluorophenylthio)benzyl cyanide). RXN SMILES: [F:1][C:2]1[CH:7]=[CH:6][C:5]([S:8][C:9]2[CH:16]=[CH:15][CH:14]=[CH:13][C:10]=2[CH2:11]Cl)=[CH:4][CH:3]=1.[C-:17]#[N:18].[Na+]>CS(C)=O>[F:1][C:2]1[CH:7]=[CH:6][C:5]([S:8][C:9]2[CH:16]=[CH:15][CH:14]=[CH:13][C:10]=2[CH2:11][C:17]#[N:18])=[CH:4][CH:3]=1 |f:1.2|. Procedure: 12.0 g of 2-(4-fluorophenylthio)benzyl chloride are added portionwise over a 30 minute span to a mixture of 2.9 g of sodium cyanide in 120 ml of dimethylsulfoxide. After total addition, the reaction mixture is stirred for 26 hours before being poured onto 150-200 ml of crushed ice. The mixture is extracted four times with 70 ml portions of ether and the combined ether extracts are successively washed four times with 50 ml portions of water, washed once with 25 ml of a saturated sodium chloride s... Starting materials: Cn1ncc(Br)c1-c1cc(C(=O)O)sc1Cl, CC(C)(C)OC(=O)NC(Cc1ccccc1C(F)(F)F)C(=O)O, CCN(C(C)C)C(C)C, ClC(Cl)Cl, NC(Cc1cccc(C(F)(F)F)c1)CN1C(=O)c2ccccc2C1=O. Product: Cn1ncc(Br)c1-c1cc(C(=O)NC(Cc2cccc(C(F)(F)F)c2)CN2C(=O)c3ccccc3C2=O)sc1Cl. Reaction SMILES: [Br:1][c:2]1[cH:3][n:4][n:5]([CH3:16])[c:6]1-[c:7]1[cH:8][c:9]([C:13](=[O:14])[OH:15])[s:10][c:11]1[Cl:12].[CH3:42][C:43]([O:44][C:45]([NH:46][CH:47]([C:48]([OH:49])=[O:50])[CH2:51][c:52]1[cH:53][cH:54][cH:55][cH:56][c:57]1[C:58]([F:59])([F:60])[F:61])=[O:62])([CH3:63])[CH3:64].[CH:65]([N:66]([CH2:67][CH3:68])[CH:69]([CH3:70])[CH3:71])([CH3:72])[CH3:73].[CH:74]([Cl:75])([Cl:76])[Cl:77].[NH2:17][CH:18]([CH2:19][N:20]1[C:21](=[O:30])[c:22]2[cH:23][cH:24][cH:25][cH:26][c:27]2[C:28]1=[O:29])[CH2:31][c:32]1[cH:33][c:34]([C:38]([F:39])([F:40])[F:41])[cH:35][cH:36][cH:37]1>>[Br:1][c:2]1[cH:3][n:4][n:5]([CH3:16])[c:6]1-[c:7]1[cH:8][c:9]([C:13](=[O:15])[NH:17][CH:18]([CH2:19][N:20]2[C:21](=[O:30])[c:22]3[cH:23][cH:24][cH:25][cH:26][c:27]3[C:28]2=[O:29])[CH2:31][c:32]2[cH:33][c:34]([C:38]([F:39])([F:40])[F:41])[cH:35][cH:36][cH:37]2)[s:10][c:11]1[Cl:12]. The reactants are O=C([O-])[O-], C#CCBr, CC#N, Cc1ccccc1, Cn1c(C(F)(F)F)cc(=O)n(-c2cc(O)c(Cl)cc2F)c1=O, [K+], [K+]. Yields the product C#CCOc1cc(-n2c(=O)cc(C(F)(F)F)n(C)c2=O)c(F)cc1Cl. RXN SMILES: [C:23](=[O:24])([O-:25])[O-:26].[CH2:29]([C:30]#[CH:31])[Br:32].[CH3:33][C:34]#[N:35].[CH3:36][c:37]1[cH:38][cH:39][cH:40][cH:41][cH:42]1.[Cl:1][c:2]1[cH:3][c:4]([F:22])[c:5](-[n:9]2[c:10](=[O:21])[n:11]([CH3:20])[c:12]([C:16]([F:17])([F:18])[F:19])[cH:13][c:14]2=[O:15])[cH:6][c:7]1[OH:8].[K+:27].[K+:28]>>[Cl:1][c:2]1[cH:3][c:4]([F:22])[c:5](-[n:9]2[c:10](=[O:21])[n:11]([CH3:20])[c:12]([C:16]([F:17])([F:18])[F:19])[cH:13][c:14]2=[O:15])[cH:6][c:7]1[O:8][CH2:31][C:30]#[CH:29]. Reaction conditions: time 8 hour. The reactants are NaIO4, OC1=CC2=C(C(C(CO2)(C)C2=CC=C(C=C2)O)CCCCCCCCSCCCC(C(F)(F)F)(F)F)C=C1 ((3RS,4RS)-7-Hydroxy-3-(4-hydroxyphenyl)-3-methyl-4-[8-(4,4,5,5,5-pentafluoropentylthio)octyl]-2,3-dihydro-4H-benzopyran), O (water), CO (methanol). Yields the product OC1=CC2=C(C(C(CO2)(C)C2=CC=C(C=C2)O)CCCCCCCCS(=O)CCCC(C(F)(F)F)(F)F)C=C1 ((3RS,4RS)-7-hydroxy-3-(4-hydroxyphenyl)-3-methyl-4-[8-(4,4,5,5,5-pentafluoropentylsulfinyl)octyl]-2,3-dihydro-4H-benzopyran). RXN SMILES: [OH:1][C:2]1[CH:38]=[CH:37][C:5]2[CH:6]([CH2:18][CH2:19][CH2:20][CH2:21][CH2:22][CH2:23][CH2:24][CH2:25][S:26][CH2:27][CH2:28][CH2:29][C:30]([F:36])([F:35])[C:31]([F:34])([F:33])[F:32])[C:7]([C:11]3[CH:16]=[CH:15][C:14]([OH:17])=[CH:13][CH:12]=3)([CH3:10])[CH2:8][O:9][C:4]=2[CH:3]=1.C[OH:40].O>O1CCOCC1>[OH:1][C:2]1[CH:38]=[CH:37][C:5]2[CH:6]([CH2:18][CH2:19][CH2:20][CH2:21][CH2:22][CH2:23][CH2:24][CH2:25][S:26]([CH2:27][CH2:28][CH2:29][C:30]([F:36])([F:35])[C:31]([F:32])([F:33])[F:34])=[O:40])[C:7]([C:11]3[CH:16]=[CH:15][C:14]([OH:17])=[CH:13][CH:12]=3)([CH3:10])[CH2:8][O:9][C:4]=2[CH:3]=1. Procedure: (3RS,4RS)-7-Hydroxy-3-(4-hydroxyphenyl)-3-methyl-4-[8-(4,4,5,5,5-pentafluoropentylthio)octyl]-2,3-dihydro-4H-benzopyran (53 mg, 0.095 mmol) was dissolved in 1,4-dioxane (1.2 ml), methanol (1.2 ml) and water (0.3 ml). NaIO4 (24 mg, 0.11 mmol) was added dropwise thereto, and the reaction mixture was stirred for 8 hours at room temperature and then filtered. The filtrate was concentrated and the residue was subjected to column chromatography (n-hexane:ethyl acetate=2:1) to obtain 38 mg (yield: 70%)... Solvent: O1CCOCC1 (1,4-dioxane). Yield: 70.0%.